describe an organic reaction: reactants, conditions, products, and yield From a dataset of the Open Reaction Database (ORD), a public repository of structured organic reaction records. Reactants: CCNC, CCNC(=O)c1cccc(Br)n1. Yields the product CCNC(=O)c1cccc(N(C)CC)n1. RXN SMILES: [CH2:1]([CH3:2])[NH:3][CH3:4].[CH2:5]([CH3:6])[NH:7][C:8](=[O:9])[c:10]1[n:11][c:12]([Br:16])[cH:13][cH:14][cH:15]1>>[CH2:1]([CH3:2])[N:3]([CH3:4])[c:12]1[n:11][c:10]([C:8]([NH:7][CH2:5][CH3:6])=[O:9])[cH:15][cH:14][cH:13]1. Starting materials: N(=O)N1CCN(C2N(CCN(C12)[N+](=O)[O-])[N+](=O)[O-])[N+](=O)[O-] (8-nitroso-1,4,5-trinitro-1,4,5,8-tetraazadecalin), [N+](=O)(O)[O-] (nitric acid). Reaction conditions: temperature 0 celsius. Product: [N+](=O)([O-])N1CCN(C2N(CCN(C12)[N+](=O)[O-])[N+](=O)[O-])[N+](=O)[O-] (1,4,5,8-Tetranitro-1,4,5,8-tetraazadecalin). RXN SMILES: [N:1]([N:3]1[CH:12]2[CH:7]([N:8]([N+:16]([O-:18])=[O:17])[CH2:9][CH2:10][N:11]2[N+:13]([O-:15])=[O:14])[N:6]([N+:19]([O-:21])=[O:20])[CH2:5][CH2:4]1)=[O:2].[N+]([O-])(O)=[O:23]>>[N+:16]([N:8]1[CH:7]2[CH:12]([N:3]([N+:1]([O-:23])=[O:2])[CH2:4][CH2:5][N:6]2[N+:19]([O-:21])=[O:20])[N:11]([N+:13]([O-:15])=[O:14])[CH2:10][CH2:9]1)([O-:18])=[O:17]. Procedure details: A portion of 8-nitroso-1,4,5-trinitro-1,4,5,8-tetraazadecalin (1.0 g, 3.3 mmoles) was slowly added to 10 ml of well-stirred 100% nitric acid maintained at 0° C. over a 15-minute time period. The solution developed a light-yellow color. It was stirred for 5 additional minutes at 0° C., then the coupling bath was removed. The stirring was continued for 5 more minutes. The reaction mixture was quenched by pouring onto 20 g of ice. A white precipitate formed and was collected by vacuum filtration. I... The reactants are ClC1=CC2=C(C=N1)C(C(N2C2CC2)=O)(C)C (6-chloro-1-cyclopropyl-3,3-dimethyl-1H-pyrrolo[3,2-c]pyridin-2(3H)-one), C1(=CC=CC=C1)C(=N)C1=CC=CC=C1 (diphenylmethanimine), CC(C)([O-])C.[Na+] (sodium tert-butoxide), C=1C=CC(=CC1)P(C=2C=CC=CC2)C3=CC=C4C=CC=CC4=C3C5=C6C=CC=CC6=CC=C5P(C=7C=CC=CC7)C=8C=CC=CC8 (BINAP). Reagents/catalysts: C1=CC=C(C=C1)/C=C/C(=O)/C=C/C2=CC=CC=C2.C1=CC=C(C=C1)/C=C/C(=O)/C=C/C2=CC=CC=C2.C1=CC=C(C=C1)/C=C/C(=O)/C=C/C2=CC=CC=C2.C(Cl)(Cl)Cl.[Pd].[Pd] (tris(dibenzylideneacetone)dipalladium(0) chloroform adduct). Solvent: ClCCl (dichloromethane), C1(=CC=CC=C1)C (toluene). Run at temperature 100 celsius. Yields the product C1(CC1)N1C(C(C=2C=NC(=CC21)N=C(C2=CC=CC=C2)C2=CC=CC=C2)(C)C)=O (1-Cyclopropyl-6-(diphenylmethyleneamino)-3,3-dimethyl-1H-pyrrolo[3,2-c]pyridin-2(3H)-one), crystals. Reaction SMILES: Cl[C:2]1[N:7]=[CH:6][C:5]2[C:8]([CH3:16])([CH3:15])[C:9](=[O:14])[N:10]([CH:11]3[CH2:13][CH2:12]3)[C:4]=2[CH:3]=1.[C:17]1([C:23]([C:25]2[CH:30]=[CH:29][CH:28]=[CH:27][CH:26]=2)=[NH:24])[CH:22]=[CH:21][CH:20]=[CH:19][CH:18]=1.CC(C)([O-])C.[Na+].C1C=CC(P(C2C(C3C(P(C4C=CC=CC=4)C4C=CC=CC=4)=CC=C4C=3C=CC=C4)=C3C(C=CC=C3)=CC=2)C2C=CC=CC=2)=CC=1>C1(C)C=CC=CC=1.ClCCl.C1C=CC(/C=C/C(/C=C/C2C=CC=CC=2)=O)=CC=1.C1C=CC(/C=C/C(/C=C/C2C=CC=CC=2)=O)=CC=1.C1C=CC(/C=C/C(/C=C/C2C=CC=CC=2)=O)=CC=1.C(Cl)(Cl)Cl.[Pd].[Pd]>[CH:11]1([N:10]2[C:4]3[CH:3]=[C:2]([N:24]=[C:23]([C:17]4[CH:22]=[CH:21][CH:20]=[CH:19][CH:18]=4)[C:25]4[CH:30]=[CH:29][CH:28]=[CH:27][CH:26]=4)[N:7]=[CH:6][C:5]=3[C:8]([CH3:16])([CH3:15])[C:9]2=[O:14])[CH2:13][CH2:12]1 |f:2.3,7.8.9.10.11.12|. Procedure details: To a suspension of 6-chloro-1-cyclopropyl-3,3-dimethyl-1H-pyrrolo[3,2-c]pyridin-2(3H)-one (1.789 g, 7.56 mmol), diphenylmethanimine (2.05 g, 1.9 ml, 11.3 mmol, Eq: 1.5) and sodium tert-butoxide (1.23 g, 12.8 mmol) in toluene (48 ml) were added tris(dibenzylideneacetone)dipalladium(0) chloroform adduct (156 mg, 151 mol) and BINAP (94.1 mg, 151 mol). The reaction mixture was heated to 100° C. for 18 hours and then diluted with dichloromethane. Silica gel was added and the solvent was evaporated. T... Starting materials: C(N)(=O)C=1N=C(NC1NC(C1=CC=C(C=C1)CCC)=O)CC1=CC=C(O1)C(=O)OCC (ethyl 5-[4-carbamoyl-5-(4-propylbenzoylamino)-1H-imidazol-2-ylmethyl]furan-2-carboxylate), C(C)O.C1CCOC1 (ethanol THF), [OH-].[Na+] (sodium hydroxide). Run in C(C)(=O)O (acetic acid). Reaction conditions: temperature 40 celsius, time 2 hour. The product is C(N)(=O)C=1N=C(NC1NC(C1=CC=C(C=C1)CCC)=O)CC1=CC=C(O1)C(=O)O (5-[4-Carbamoyl-5-(4-propylbenzoylamino)-1H-imidazol-2-ylmethyl]furan-2-carboxylic acid). Reaction SMILES: [C:1]([C:4]1[N:5]=[C:6]([CH2:21][C:22]2[O:26][C:25]([C:27]([O:29]CC)=[O:28])=[CH:24][CH:23]=2)[NH:7][C:8]=1[NH:9][C:10](=[O:20])[C:11]1[CH:16]=[CH:15][C:14]([CH2:17][CH2:18][CH3:19])=[CH:13][CH:12]=1)(=[O:3])[NH2:2].C(O)C.C1COCC1.[OH-].[Na+]>C(O)(=O)C>[C:1]([C:4]1[N:5]=[C:6]([CH2:21][C:22]2[O:26][C:25]([C:27]([OH:29])=[O:28])=[CH:24][CH:23]=2)[NH:7][C:8]=1[NH:9][C:10](=[O:20])[C:11]1[CH:12]=[CH:13][C:14]([CH2:17][CH2:18][CH3:19])=[CH:15][CH:16]=1)(=[O:3])[NH2:2] |f:1.2,3.4|. Procedure details: 1.8 g (4.24 mM) of ethyl 5-[4-carbamoyl-5-(4-propylbenzoylamino)-1H-imidazol-2-ylmethyl]furan-2-carboxylate are added to 10 ml of an ethanol/THF mixture (50-50). 4 ml of aqueous 3N sodium hydroxide solution are then added and the reaction medium is maintained at 40° C. with stirring for 2 hours. The reaction medium is allowed to cool and is acidified with acetic acid; a solid crystallizes. The solid is filtered off and washed with demineralized water to give, after drying, 1.7 g of 5-[4-carbamoy... Reactants: CC(=O)O[BH-](OC(C)=O)OC(C)=O, O=C([O-])O, ClCCl, CC(=O)O, CN1CCCC1=O, O=C1NC(=O)c2ccc(I)cc2C1=CNc1ccc(N2CCNCC2)cc1, [Na+], [Na+], O=Cc1ccco1. The product is O=C1NC(=O)c2ccc(I)cc2C1=CNc1ccc(N2CCN(Cc3ccco3)CC2)cc1. RXN SMILES: [C:28]([O:29][BH-:30]([O:31][C:32](=[O:33])[CH3:34])[O:35][C:36](=[O:37])[CH3:38])(=[O:39])[CH3:40].[C:53](=[O:54])([OH:55])[O-:56].[CH2:65]([Cl:66])[Cl:67].[CH3:49][C:50](=[O:51])[OH:52].[CH3:58][N:59]1[CH2:60][CH2:61][CH2:62][C:63]1=[O:64].[I:1][c:2]1[cH:3][c:4]2[c:9]([cH:10][cH:11]1)[C:8](=[O:12])[NH:7][C:6](=[O:13])[C:5]2=[CH:14][NH:15][c:16]1[cH:17][cH:18][c:19]([N:22]2[CH2:23][CH2:24][NH:25][CH2:26][CH2:27]2)[cH:20][cH:21]1.[Na+:41].[Na+:57].[o:42]1[c:43]([CH:47]=[O:48])[cH:44][cH:45][cH:46]1>>[I:1][c:2]1[cH:3][c:4]2[c:9]([cH:10][cH:11]1)[C:8](=[O:12])[NH:7][C:6](=[O:13])[C:5]2=[CH:14][NH:15][c:16]1[cH:17][cH:18][c:19]([N:22]2[CH2:23][CH2:24][N:25]([CH2:47][c:43]3[o:42][cH:46][cH:45][cH:44]3)[CH2:26][CH2:27]2)[cH:20][cH:21]1. The reactants are CCS(=O)(=O)c1ccc(CO)cc1, ClCCl, O=S(Cl)Cl. Yields the product CCS(=O)(=O)c1ccc(CCl)cc1. As a reaction SMILES: [CH2:1]([CH3:2])[S:3](=[O:4])(=[O:5])[c:6]1[cH:7][cH:8][c:9]([CH2:12][OH:13])[cH:10][cH:11]1.[Cl:18][CH2:19][Cl:20].[S:14]([Cl:15])([Cl:16])=[O:17]>>[CH2:1]([CH3:2])[S:3](=[O:4])(=[O:5])[c:6]1[cH:7][cH:8][c:9]([CH2:12][Cl:16])[cH:10][cH:11]1. Reactants: C1(=CC=CC=C1)N1C(OC(C1)COC1=CC=C(C=CC(=O)O)C=C1)=O (4-(3-phenyl-2-oxooxazolidin-5-yl)methoxycinnamic acid), C1(=CC=CC=C1)N1C(OC(C1)COC1=CC=C(C=CC(=O)O)C=C1)=O (4-(3-phenyl-2-oxooxazolidin-5-yl)methoxycinnamic acid), CO (methanol). Yields the product C1(=CC=CC=C1)N1C(OC(C1)COC1=CC=C(C=CC(=O)OC)C=C1)=O (methyl 4-(3-phenyl-2-oxooxazolidin-5-yl)methoxycinnamate). The yield is 94.0%. As a reaction SMILES: [C:1]1([N:7]2[CH2:11][CH:10]([CH2:12][O:13][C:14]3[CH:24]=[CH:23][C:17]([CH:18]=[CH:19][C:20]([OH:22])=[O:21])=[CH:16][CH:15]=3)[O:9][C:8]2=[O:25])[CH:6]=[CH:5][CH:4]=[CH:3][CH:2]=1.[CH3:26]O>>[C:1]1([N:7]2[CH2:11][CH:10]([CH2:12][O:13][C:14]3[CH:15]=[CH:16][C:17]([CH:18]=[CH:19][C:20]([O:22][CH3:26])=[O:21])=[CH:23][CH:24]=3)[O:9][C:8]2=[O:25])[CH:2]=[CH:3][CH:4]=[CH:5][CH:6]=1. Reported procedure: In 20 ml of methanol was dissolved 200 mg of 4-(3-phenyl-2-oxooxazolidin-5-yl)methoxycinnamic acid (compound 181) obtained in Example 27. Concentrated sulfic acid (0.05 ml) was added to the solution, and the mixture was refluxed with heating for 16 hours. The reaction mixture was concentrated under reduced pressure and the obtained residue was washed with water and methanol to give 195 mg of the title compound (compound 185) in a yield of 94%. The reactants are [Br-], CC(C)C[Mg+], C1CCOC1, COc1ccc2cc(C(=O)c3c[nH]cn3)ccc2c1. Yields the product COc1ccc2cc(C(O)(CC(C)C)c3c[nH]cn3)ccc2c1. Reaction SMILES: [Br-:20].[CH2:21]([CH:22]([CH3:23])[CH3:24])[Mg+:25].[CH2:26]1[O:27][CH2:28][CH2:29][CH2:30]1.[nH:1]1[cH:2][n:3][c:4]([C:6](=[O:7])[c:8]2[cH:9][c:10]3[cH:11][cH:12][c:13]([O:18][CH3:19])[cH:14][c:15]3[cH:16][cH:17]2)[cH:5]1>>[nH:1]1[cH:2][n:3][c:4]([C:6]([OH:7])([c:8]2[cH:9][c:10]3[cH:11][cH:12][c:13]([O:18][CH3:19])[cH:14][c:15]3[cH:16][cH:17]2)[CH2:21][CH:22]([CH3:23])[CH3:24])[cH:5]1. Starting materials: NCC1=CC=C(C(=N1)C)OCC1=CC=CC=C1 (6-aminomethyl-3-benzyloxy-2-methylpyridine), C(=O)O (formic acid). Yields the product C(C1=CC=CC=C1)OC=1C(=NC(=CC1)CNC=O)C (3-benzyloxy-6-formylaminomethyl-2-methylpyridine). As a reaction SMILES: [NH2:1][CH2:2][C:3]1[N:8]=[C:7]([CH3:9])[C:6]([O:10][CH2:11][C:12]2[CH:17]=[CH:16][CH:15]=[CH:14][CH:13]=2)=[CH:5][CH:4]=1.[CH:18](O)=[O:19]>>[CH2:11]([O:10][C:6]1[C:7]([CH3:9])=[N:8][C:3]([CH2:2][NH:1][CH:18]=[O:19])=[CH:4][CH:5]=1)[C:12]1[CH:13]=[CH:14][CH:15]=[CH:16][CH:17]=1. Reported procedure: A solution of 6-aminomethyl-3-benzyloxy-2-methylpyridine (6.31 g) in 8.7 ml of formic acid is heated at 90° for 15 hours. The reaction mixture is cooled, made basic with ice-cold ammonium hydroxide solution and extracted with chloroform. (3×25 ml). The chloroform extract is dried over sodium sulfate and evaporated. Recrystallization from ether yields 3-benzyloxy-6-formylaminomethyl-2-methylpyridine, m.p. 67°-68°. The reactants are O=C([O-])[O-], CO, Cc1ccccc1, Nc1ccc(OC2CCC2)nc1, [Ca+2], O=C(Cl)Oc1ccc([N+](=O)[O-])cc1, ClCCl. Yields the product O=C(Nc1ccc(OC2CCC2)nc1)Oc1ccc([N+](=O)[O-])cc1. Reaction SMILES: [C:13](=[O:14])([O-:15])[O-:16].[CH3:34][OH:35].[CH3:36][c:37]1[cH:38][cH:39][cH:40][cH:41][cH:42]1.[CH:1]1([O:5][c:6]2[cH:7][cH:8][c:9]([NH2:12])[cH:10][n:11]2)[CH2:2][CH2:3][CH2:4]1.[Ca+2:17].[Cl:18][C:19](=[O:20])[O:21][c:22]1[cH:23][cH:24][c:25]([N+:28](=[O:29])[O-:30])[cH:26][cH:27]1.[Cl:31][CH2:32][Cl:33]>>[CH:1]1([O:5][c:6]2[cH:7][cH:8][c:9]([NH:12][C:19](=[O:20])[O:21][c:22]3[cH:23][cH:24][c:25]([N+:28](=[O:29])[O-:30])[cH:26][cH:27]3)[cH:10][n:11]2)[CH2:2][CH2:3][CH2:4]1.